This data is from the Open Reaction Database (ORD), a public repository of structured organic reaction records. The task is: describe an organic reaction: reactants, conditions, products, and yield Starting materials: BrC=1C=C(OC1)C=O (4-bromo-furan-2-carbaldehyde), C(CCC)OB(OCCCC)C=C (vinylboronic acid dibutyl ester), ClC1=CC=C(CC=2C=C(SC2)C=O)C=C1 (4-(4-chlorobenzyl)thiophene-2-carbaldehyde). Run in CN(C)C=O (DMF). The product is C(=C)C=1C=C(OC1)C=O (4-vinylfuran-2-carbaldehyde). RXN SMILES: Br[C:2]1[CH:3]=[C:4]([CH:7]=[O:8])[O:5][CH:6]=1.[CH2:9](OB(C=C)OCCCC)[CH2:10]CC.ClC1C=CC(CC2C=C(C=O)SC=2)=CC=1>CN(C=O)C>[CH:9]([C:2]1[CH:3]=[C:4]([CH:7]=[O:8])[O:5][CH:6]=1)=[CH2:10]. Procedure: The title compound was synthesized from 4-bromo-furan-2-carbaldehyde (1.1 g, 6.29 mmol) and vinylboronic acid dibutyl ester (1.67 mL, 7.54 mmol) using the same conditions used to synthesize 4-(4-chlorobenzyl)thiophene-2-carbaldehyde, with the exception that the reaction was run in DMF (20 mL). Purification by flash chromatography (0-30% EtOAc in heptane) provided 4-vinylfuran-2-carbaldehyde as an orange oil; Yield 282 mg (37%). 1H NMR (400 MHz, CDCl3) δ ppm 5.31 (dd, J=10.88, 0.93 Hz, 1H), 5.61 ... The reactants are C(C1=CC=CC=C1)OC=1C=C(C(=O)NC=2C(=CC=CC2)NC(=O)OC(C2=CC=NC=C2)C2CCNCC2)C=CC1 (N1-(3-benzyloxybenzoyl)-N2-[1-(4-pyridyl)piperidin-4-ylmethoxycarbonyl]-1,2-benzenediamine). The reagents and catalysts are [Pd] (palladium-on-carbon). Run in C(C)O (ethanol). Yields the product OC=1C=C(C(=O)NC=2C(=CC=CC2)NC(=O)OC(C2=CC=NC=C2)C2CCNCC2)C=CC1 (N1-(3-Hydroxybenzoyl)-N2-[1-(4-pyridyl)piperidin-4-ylmethoxycarbonyl]-1,2-benzenediamine). The yield is 48.0%. RXN SMILES: C([O:8][C:9]1[CH:10]=[C:11]([CH:38]=[CH:39][CH:40]=1)[C:12]([NH:14][C:15]1[C:16]([NH:21][C:22]([O:24][CH:25]([CH:32]2[CH2:37][CH2:36][NH:35][CH2:34][CH2:33]2)[C:26]2[CH:31]=[CH:30][N:29]=[CH:28][CH:27]=2)=[O:23])=[CH:17][CH:18]=[CH:19][CH:20]=1)=[O:13])C1C=CC=CC=1>C(O)C.[Pd]>[OH:8][C:9]1[CH:10]=[C:11]([CH:38]=[CH:39][CH:40]=1)[C:12]([NH:14][C:15]1[C:16]([NH:21][C:22]([O:24][CH:25]([CH:32]2[CH2:37][CH2:36][NH:35][CH2:34][CH2:33]2)[C:26]2[CH:27]=[CH:28][N:29]=[CH:30][CH:31]=2)=[O:23])=[CH:17][CH:18]=[CH:19][CH:20]=1)=[O:13]. Procedure: A mixture of N1-(3-benzyloxybenzoyl)-N2-[1-(4-pyridyl)piperidin-4-ylmethoxycarbonyl]-1,2-benzenediamine (75 mg, 0.14 mmol) and 5% palladium-on-carbon (200 mg) in ethanol (4 mL) was placed under an atmosphere of hydrogen (1 atm). After consumption of the starting material, the mixture was filtered through diatomaceous earth and the filtrate concentrated in vacuo yielding 30 mg (48%) of the title compound. Starting materials: C1=CC=CC2=CC3=CC=CC=C3C=C12 (anthracene), C(Cl)Cl (methylene chloride), C(Cl)Cl (methylene chloride), ClC1=CC=2C(C3=CC=CC=C3C(C2C=C1)=O)=O (2-chloroanthraquinone), C1=CC=CC=2C(C3=CC=CC=C3C(C12)=O)=O (anthraquinone). Reagents/catalysts: [Zn] (zinc), [Zn] (Zinc). Run in [OH-].[NH4+] (ammonium hydroxide), O (water). Conditions: temperature 40 celsius, time 45 minute. The product is ClC1=CC2=CC3=CC=CC=C3C=C2C=C1 (2-Chloroanthracene). The yield is 14.4%. Reaction SMILES: [Cl:1][C:2]1[CH:15]=[CH:14][C:13]2[C:12](=O)[C:11]3[C:6](=[CH:7][CH:8]=[CH:9][CH:10]=3)[C:5](=O)[C:4]=2[CH:3]=1.C(Cl)Cl.C1C2C(=O)C3C(=CC=CC=3)C(=O)C=2C=CC=1.C1C2C(=CC3C(C=2)=CC=CC=3)C=CC=1>[OH-].[NH4+].O.[Zn]>[Cl:1][C:2]1[CH:15]=[CH:14][C:13]2[C:4](=[CH:5][C:6]3[C:11]([CH:12]=2)=[CH:10][CH:9]=[CH:8][CH:7]=3)[CH:3]=1 |f:4.5|. Reported procedure: A stirred suspension of 2-chloroanthraquinone (1260 g, 5.19 moles) in concentrated ammonium hydroxide (7.5 L) and water (2.5 L) was warmed to 40° C. Zinc dust (845 g, 12.93 moles) was added in one portion, changing the color to deep red. The mixture was stirred for 45 min at 50° C., then cautiously treated with a second portion of zinc dust (845 g). After the addition, the stirred mixture was heated gradually over 3 h to 90° C., then maintained at 90°-95° C. for 2 h (red color dissipated). TLC a... The reactants are FC1(OC2=C(O1)C=CC=C2N2N=C(C(C=C2)=O)C(\C=C\N(C)C)=O)F (1-(2,2-Difluoro-benzo[1,3]dioxol-4-yl)-3-((E)-3-dimethylamino-acryloyl)-1H-pyridazin-4-one), N(N)C=1C=C(C#N)C=CC1 (3-hydrazino-benzonitrile). Solvent: C(C)O (ethanol). Product: FC1(OC2=C(O1)C=CC=C2N2N=C(C(C=C2)=O)C2=CC=NN2C=2C=C(C#N)C=CC2)F (3-{5-[1-(2,2-Difluoro-benzo[1,3]dioxol-4-yl)-4-oxo-1,4-dihydro-pyridazin-3-yl]-pyrazol-1-yl}-benzonitrile). Reaction SMILES: [F:1][C:2]1([F:25])[O:6][C:5]2[CH:7]=[CH:8][CH:9]=[C:10]([N:11]3[CH:16]=[CH:15][C:14](=[O:17])[C:13]([C:18](=O)/[CH:19]=[CH:20]/[N:21](C)C)=[N:12]3)[C:4]=2[O:3]1.[NH:26]([C:28]1[CH:29]=[C:30]([CH:33]=[CH:34][CH:35]=1)[C:31]#[N:32])N>C(O)C>[F:25][C:2]1([F:1])[O:6][C:5]2[CH:7]=[CH:8][CH:9]=[C:10]([N:11]3[CH:16]=[CH:15][C:14](=[O:17])[C:13]([C:18]4[N:26]([C:28]5[CH:29]=[C:30]([CH:33]=[CH:34][CH:35]=5)[C:31]#[N:32])[N:21]=[CH:20][CH:19]=4)=[N:12]3)[C:4]=2[O:3]1. Procedure: The product was obtained starting from 1-(2,2-Difluoro-benzo[1,3]dioxol-4-yl)-3-((E)-3-dimethylamino-acryloyl)-1H-pyridazin-4-one (A-15) and 3-hydrazino-benzonitrile in ethanol as solvent according to the method described for example 91. MS: M=420.2 (M+H)+ Product: Clc1nc(N2CCOCC2)c2sc(CN3CCC(CN4CCCC4)CC3)cc2n1. Starting materials: CO, O=Cc1cc2nc(Cl)nc(N3CCOCC3)c2s1, C1CCN(CC2CCNCC2)C1. RXN SMILES: [CH3:31][OH:32].[Cl:1][c:2]1[n:3][c:4]([N:13]2[CH2:14][CH2:15][O:16][CH2:17][CH2:18]2)[c:5]2[c:6]([n:7]1)[cH:8][c:9]([CH:11]=[O:12])[s:10]2.[N:19]1([CH2:24][CH:25]2[CH2:26][CH2:27][NH:28][CH2:29][CH2:30]2)[CH2:20][CH2:21][CH2:22][CH2:23]1>>[Cl:1][c:2]1[n:3][c:4]([N:13]2[CH2:14][CH2:15][O:16][CH2:17][CH2:18]2)[c:5]2[c:6]([n:7]1)[cH:8][c:9]([CH2:11][N:28]1[CH2:27][CH2:26][CH:25]([CH2:24][N:19]3[CH2:20][CH2:21][CH2:22][CH2:23]3)[CH2:30][CH2:29]1)[s:10]2. The reactants are O=C([O-])[O-], CCOC(C)=O, ClCCl, CO, COc1cc2c(cc1CNC1CCCNC1c1ccccc1)N(C)C(=O)CC2, [K+], [K+], Cc1ccc(S(=O)(=O)OCC2CCC(=O)N2)cc1, CN(C)C=O. The product is COc1cc2c(cc1CNC1CCCN(CC3CCC(=O)N3)C1c1ccccc1)N(C)C(=O)CC2. As a reaction SMILES: [C:37](=[O:38])([O-:39])[O-:40].[C:3]([O:4][CH2:5][CH3:6])(=[O:7])[CH3:8].[CH2:66]([Cl:67])[Cl:68].[CH3:1][OH:2].[CH3:9][O:10][c:11]1[cH:12][c:13]2[c:18]([cH:19][c:20]1[CH2:21][NH:22][CH:23]1[CH:24]([c:29]3[cH:30][cH:31][cH:32][cH:33][cH:34]3)[NH:25][CH2:26][CH2:27][CH2:28]1)[N:17]([CH3:35])[C:16](=[O:36])[CH2:15][CH2:14]2.[K+:41].[K+:42].[O:43]=[C:44]1[CH2:45][CH2:46][CH:47]([CH2:49][O:50][S:51]([c:52]2[cH:53][cH:54][c:55]([CH3:56])[cH:57][cH:58]2)(=[O:59])=[O:60])[NH:48]1.[O:61]=[CH:62][N:63]([CH3:64])[CH3:65]>>[CH3:9][O:10][c:11]1[cH:12][c:13]2[c:18]([cH:19][c:20]1[CH2:21][NH:22][CH:23]1[CH:24]([c:29]3[cH:30][cH:31][cH:32][cH:33][cH:34]3)[N:25]([CH2:49][CH:47]3[CH2:46][CH2:45][C:44](=[O:43])[NH:48]3)[CH2:26][CH2:27][CH2:28]1)[N:17]([CH3:35])[C:16](=[O:36])[CH2:15][CH2:14]2.